Dataset: the Open Reaction Database (ORD), a public repository of structured organic reaction records. Task: describe an organic reaction: reactants, conditions, products, and yield Run at temperature 60 celsius, time 18 hour. Procedure: 1.5 ml of 2-methoxy-propene were added all at once to a suspension of 610 mg of pyridine-4-aldoxime in 10 ml of methylene chloride and the mixture was stirred for 18 hours at 60° C. under reduced pressure. The mixture was cooled and evaporated to dryness under reduced pressure to obtain 950 mg of 4-[(1-methoxy-1-methyl-ethoxyimino)-methyl]-pyridine. Starting materials: COC(=C)C (2-methoxy-propene), N1=CC=C(C=C1)C=NO (pyridine-4-aldoxime). RXN SMILES: [CH3:1][O:2][C:3]([CH3:5])=[CH2:4].[N:6]1[CH:11]=[CH:10][C:9]([CH:12]=[N:13][OH:14])=[CH:8][CH:7]=1>C(Cl)Cl>[CH3:1][O:2][C:3]([CH3:5])([O:14][N:13]=[CH:12][C:9]1[CH:10]=[CH:11][N:6]=[CH:7][CH:8]=1)[CH3:4]. Solvent: C(Cl)Cl (methylene chloride). Product: COC(C)(ON=CC1=CC=NC=C1)C (4-[(1-methoxy-1-methyl-ethoxyimino)-methyl]-pyridine).